Dataset: the Open Reaction Database (ORD), a public repository of structured organic reaction records. Task: describe an organic reaction: reactants, conditions, products, and yield The reactants are N1=CC=CC2=CC(=CC=C12)CN1N=NC=2C1=NC(=CN2)C(C)=O (1-(1-(Quinolin-6-ylmethyl)-1H-[1,2,3]triazolo[4,5-b]pyrazin-6-yl)ethanone), O1CC(C1)ON (O-(oxetan-3-yl)hydroxylamine), O1CC(C1)ON (O-(oxetan-3-yl)hydroxylamine). Yields the product O1CC(C1)O\N=C(/C)\C1=CN=C2C(=N1)N(N=N2)CC=2C=C1C=CC=NC1=CC2 ((E)-1-(1-(quinolin-6-ylmethyl)-1H-[1,2,3]triazolo[4,5-b]pyrazin-6-yl)ethanone O-oxetan-3-yl oxime). The yield is 23.0%. RXN SMILES: [N:1]1[C:10]2[C:5](=[CH:6][C:7]([CH2:11][N:12]3[C:16]4=[N:17][C:18]([C:21](=O)[CH3:22])=[CH:19][N:20]=[C:15]4[N:14]=[N:13]3)=[CH:8][CH:9]=2)[CH:4]=[CH:3][CH:2]=1.[O:24]1[CH2:27][CH:26]([O:28][NH2:29])[CH2:25]1>>[O:24]1[CH2:27][CH:26]([O:28]/[N:29]=[C:21](/[C:18]2[N:17]=[C:16]3[N:12]([CH2:11][C:7]4[CH:6]=[C:5]5[C:10](=[CH:9][CH:8]=4)[N:1]=[CH:2][CH:3]=[CH:4]5)[N:13]=[N:14][C:15]3=[N:20][CH:19]=2)\[CH3:22])[CH2:25]1. Reported procedure: The title compound was prepared from 1-(1-(quinolin-6-ylmethyl)-1H-[1,2,3]triazolo[4,5-b]pyrazin-6-yl)ethanone (22.4) and O-(oxetan-3-yl)hydroxylamine (intermediate U) in 23% yield using the same procedure as described in the synthesis of example 22. 1H-NMR (400 MHz, DMSO-d6) δ ppm 9.27 (s, 1H), 8.89 (m, 1H), 8.35 (d, 1H), 8.01 (m, 2H), 7.82 (m, 1H), 7.52 (dd, 1H), 6.22 (s, 2H), 5.45 (t, 1H), 4.86 (t, 2H), 4.66 (m, 2H), 2.40 (s, 3H). LCMS (method B): [MH]+=376, tR=2.26 min.